describe an organic reaction: reactants, conditions, products, and yield From a dataset of the Open Reaction Database (ORD), a public repository of structured organic reaction records. The reactants are O.NN (Hydrazine monohydrate), C(C)O (ethanol), C(C)(=O)N1CC(C(CC1)N1C(C2=CC=CC=C2C1=O)=O)NC(OC(C)(C)C)=O (tert-butyl (1-acetyl-4-(1,3-dioxoisoindolin-2-yl)piperidin-3-yl)carbamate). Solvent: C(C)(=O)OCC (Ethyl acetate). Run at temperature 50 celsius, time 0.5 hour. Yields the product C(C)(=O)N1CC(C(CC1)N)NC(OC(C)(C)C)=O (tert-butyl (1-acetyl-4-aminopiperidin-3-yl)carbamate). The yield is 73.5%. Reaction SMILES: O.NN.C(O)C.[C:7]([N:10]1[CH2:15][CH2:14][CH:13]([N:16]2C(=O)C3C(=CC=CC=3)C2=O)[CH:12]([NH:27][C:28](=[O:34])[O:29][C:30]([CH3:33])([CH3:32])[CH3:31])[CH2:11]1)(=[O:9])[CH3:8]>C(OCC)(=O)C>[C:7]([N:10]1[CH2:15][CH2:14][CH:13]([NH2:16])[CH:12]([NH:27][C:28](=[O:34])[O:29][C:30]([CH3:33])([CH3:32])[CH3:31])[CH2:11]1)(=[O:9])[CH3:8] |f:0.1|. Reported procedure: Hydrazine monohydrate (1 ml) was added to an ethanol (5 ml) solution containing tert-butyl (1-acetyl-4-(1,3-dioxoisoindolin-2-yl)piperidin-3-yl)carbamate (301 mg) obtained in the 3rd step, followed by heating and stirring at 50° C. for 0.5 hours. Ethyl acetate was added to the reaction solution. The reaction solution was washed with water and saturated saline and dried over anhydrous sodium sulfate. Next, the solvent was distilled away under reduced pressure. Colorless oily matter of tert-butyl ... Reactants: ClCCCl, CN(C)c1ccncc1, Cl, CCOC(=O)Cc1ccc(N)c(Br)c1, CN(C)C=O, O, On1nnc2ccccc21, O=C(O)c1nccc2ccccc12. Product: CCOC(=O)Cc1ccc(NC(=O)c2nccc3ccccc23)c(Br)c1. RXN SMILES: [CH2:38]([Cl:39])[CH2:40][Cl:41].[CH3:48][N:49]([c:50]1[cH:51][cH:52][n:53][cH:54][cH:55]1)[CH3:56].[ClH:42].[NH2:14][c:15]1[c:16]([Br:27])[cH:17][c:18]([CH2:21][C:22](=[O:23])[O:24][CH2:25][CH3:26])[cH:19][cH:20]1.[O:43]=[CH:44][N:45]([CH3:46])[CH3:47].[OH2:57].[OH:28][n:29]1[c:30]2[c:31]([cH:32][cH:33][cH:34][cH:35]2)[n:36][n:37]1.[c:1]1([C:11](=[O:12])[OH:13])[n:2][cH:3][cH:4][c:5]2[cH:6][cH:7][cH:8][cH:9][c:10]12>>[c:1]1([C:11](=[O:13])[NH:14][c:15]2[c:16]([Br:27])[cH:17][c:18]([CH2:21][C:22](=[O:23])[O:24][CH2:25][CH3:26])[cH:19][cH:20]2)[n:2][cH:3][cH:4][c:5]2[cH:6][cH:7][cH:8][cH:9][c:10]12.